From a dataset of the Open Reaction Database (ORD), a public repository of structured organic reaction records. describe an organic reaction: reactants, conditions, products, and yield Reactants: CCOCC, CC(C)C1CCN(CCN)CC1, COC(=O)c1nc(NCC(c2ccccc2)c2ccccc2)c2ncn(C3OC(CO)C(O)C3O)c2n1. The product is CC(C)C1CCN(CCNC(=O)c2nc(NCC(c3ccccc3)c3ccccc3)c3ncn(C4OC(CO)C(O)C4O)c3n2)CC1. As a reaction SMILES: [CH3:50][CH2:51][O:52][CH2:53][CH3:54].[CH:38]([CH3:39])([CH3:40])[CH:41]1[CH2:42][CH2:43][N:44]([CH2:47][CH2:48][NH2:49])[CH2:45][CH2:46]1.[OH:1][CH:2]1[CH:3]([n:10]2[c:11]3[n:12][c:13]([C:34](=[O:35])[O:36][CH3:37])[n:14][c:15]([NH:19][CH2:20][CH:21]([c:22]4[cH:23][cH:24][cH:25][cH:26][cH:27]4)[c:28]4[cH:29][cH:30][cH:31][cH:32][cH:33]4)[c:16]3[n:17][cH:18]2)[O:4][CH:5]([CH2:8][OH:9])[CH:6]1[OH:7]>>[OH:1][CH:2]1[CH:3]([n:10]2[c:11]3[n:12][c:13]([C:34](=[O:35])[NH:49][CH2:48][CH2:47][N:44]4[CH2:43][CH2:42][CH:41]([CH:38]([CH3:39])[CH3:40])[CH2:46][CH2:45]4)[n:14][c:15]([NH:19][CH2:20][CH:21]([c:22]4[cH:23][cH:24][cH:25][cH:26][cH:27]4)[c:28]4[cH:29][cH:30][cH:31][cH:32][cH:33]4)[c:16]3[n:17][cH:18]2)[O:4][CH:5]([CH2:8][OH:9])[CH:6]1[OH:7]. Reactants: CC(=O)OCCC(F)(F)c1ccc(F)cc1, CCO, [Na+], [OH-]. As a reaction SMILES: [C:3](=[O:4])([CH3:5])[O:6][CH2:7][CH2:8][C:9]([c:10]1[cH:11][cH:12][c:13]([F:16])[cH:14][cH:15]1)([F:17])[F:18].[CH3:19][CH2:20][OH:21].[Na+:2].[OH-:1]>>[OH:6][CH2:7][CH2:8][C:9]([c:10]1[cH:11][cH:12][c:13]([F:16])[cH:14][cH:15]1)([F:17])[F:18]. Yields the product OCCC(F)(F)c1ccc(F)cc1. Reactants: CCO, Cc1c(Cl)cccc1C1=CCCCC1, [H][H]. The product is Cc1c(Cl)cccc1C1CCCCC1. As a reaction SMILES: [CH3:17][CH2:18][OH:19].[Cl:1][c:2]1[c:3]([CH3:14])[c:4]([C:8]2=[CH:9][CH2:10][CH2:11][CH2:12][CH2:13]2)[cH:5][cH:6][cH:7]1.[H:15][H:16]>>[Cl:1][c:2]1[c:3]([CH3:14])[c:4]([CH:8]2[CH2:9][CH2:10][CH2:11][CH2:12][CH2:13]2)[cH:5][cH:6][cH:7]1. Starting materials: COC(=O)C1CC(C(=O)OC(C)(C)C)N(C(=O)CNC(=O)Nc2cccc(SC)c2)C1c1ccccc1, CO, [K+], [OH-], O. Product: CSc1cccc(NC(=O)NCC(=O)N2C(C(=O)OC(C)(C)C)CC(C(=O)O)C2c2ccccc2)c1. As a reaction SMILES: [CH3:1][S:2][c:3]1[cH:4][c:5]([NH:9][C:10]([NH:11][CH2:12][C:13](=[O:14])[N:15]2[CH:16]([C:30](=[O:31])[O:32][C:33]([CH3:34])([CH3:35])[CH3:36])[CH2:17][CH:18]([C:26](=[O:27])[O:28][CH3:29])[CH:19]2[c:20]2[cH:21][cH:22][cH:23][cH:24][cH:25]2)=[O:37])[cH:6][cH:7][cH:8]1.[CH3:39][OH:40].[K+:42].[OH-:41].[OH2:38]>>[CH3:1][S:2][c:3]1[cH:4][c:5]([NH:9][C:10]([NH:11][CH2:12][C:13](=[O:14])[N:15]2[CH:16]([C:30](=[O:31])[O:32][C:33]([CH3:34])([CH3:35])[CH3:36])[CH2:17][CH:18]([C:26](=[O:27])[OH:28])[CH:19]2[c:20]2[cH:21][cH:22][cH:23][cH:24][cH:25]2)=[O:37])[cH:6][cH:7][cH:8]1. Starting materials: FC=1C=C2N=C(C=3N(C2=CC1)C=NN3)OC (7-fluoro-4-methoxy-[1,2,4]triazolo[4,3-a]quinoxaline), Cl (hydrochloric acid), ice water. The solvent is C(C)(=O)O (acetic acid). Run at time 30 minute. The product is FC=1C=C2N=C(C=3N(C2=CC1)C=NN3)O (7-fluoro-4-hydroxy-[1,2,4]triazolo[4,3-a]quinoxaline). RXN SMILES: [F:1][C:2]1[CH:3]=[C:4]2[C:9](=[CH:10][CH:11]=1)[N:8]1[CH:12]=[N:13][N:14]=[C:7]1[C:6]([O:15]C)=[N:5]2.Cl>C(O)(=O)C>[F:1][C:2]1[CH:3]=[C:4]2[C:9](=[CH:10][CH:11]=1)[N:8]1[CH:12]=[N:13][N:14]=[C:7]1[C:6]([OH:15])=[N:5]2. Procedure: A mixture consisting of 11.3 g (0.52 mole) of 7-fluoro-4-methoxy-[1,2,4]triazolo[4,3-a]quinoxaline, 115 ml. of 1N hydrochloric acid and 345 ml. of glacial acetic acid was refluxed for a period of three hours. Upon completion of this step, the reaction mixture was cooled to room temperature and poured over ice/water. The resulting mixture was then stirred for a period of 30 minutes and thereafter filtered to remove the precipitate, which was subsequently washed with water and air-dried to ultimat... Reactants: N#CCc1ccc(Br)cc1F, CC1(C)OC(=O)Nc2ccc(B(O)O)cc21, O. Yields the product CC1(C)OC(=O)Nc2ccc(-c3ccc(CC#N)c(F)c3)cc21. Reaction SMILES: [Br:1][c:2]1[cH:3][c:4]([F:11])[c:5]([CH2:8][C:9]#[N:10])[cH:6][cH:7]1.[CH3:12][C:13]1([CH3:27])[O:14][C:15](=[O:26])[NH:16][c:17]2[c:18]1[cH:19][c:20]([B:23]([OH:24])[OH:25])[cH:21][cH:22]2.[OH2:28]>>[c:2]1(-[c:20]2[cH:19][c:18]3[c:17]([cH:22][cH:21]2)[NH:16][C:15](=[O:26])[O:14][C:13]3([CH3:12])[CH3:27])[cH:3][c:4]([F:11])[c:5]([CH2:8][C:9]#[N:10])[cH:6][cH:7]1.